From a dataset of the Open Reaction Database (ORD), a public repository of structured organic reaction records. describe an organic reaction: reactants, conditions, products, and yield Starting materials: ClC(Cl)Cl, CC(C)(C)OC(=O)N1CC2(CC(C#Cc3cccc(F)c3)=NO2)C1, C(#Cc1ccccc1)C1=NOC2(CCNCC2)C1. The product is Fc1cccc(C#CC2=NOC3(CNC3)C2)c1. Reaction SMILES: [CH:43]([Cl:44])([Cl:45])[Cl:46].[F:19][c:20]1[cH:21][c:22]([C:26]#[C:27][C:28]2=[N:29][O:30][C:31]3([CH2:32][N:33]([C:35]([O:36][C:37]([CH3:38])([CH3:39])[CH3:40])=[O:41])[CH2:34]3)[CH2:42]2)[cH:23][cH:24][cH:25]1.[c:1]1([C:2]#[C:3][C:4]2=[N:13][O:12][C:6]3([CH2:5]2)[CH2:7][CH2:8][NH:9][CH2:10][CH2:11]3)[cH:14][cH:15][cH:16][cH:17][cH:18]1>>[F:19][c:20]1[cH:21][c:22]([C:26]#[C:27][C:28]2=[N:29][O:30][C:31]3([CH2:32][NH:33][CH2:34]3)[CH2:42]2)[cH:23][cH:24][cH:25]1. Starting materials: Cl (hydrochloride), NC1=C(C=C(C=C1F)C(CNC(C)(C)C)=O)C#N (4'-amino-2-tert.butylamino-3'-cyano-5'-fluoroacetophenone). Product: NC1=C(C=C(C=C1F)C(CNC(C)(C)C)O)C#N (1-(4'-Amino-3'-cyano-5'-fluoro-phenyl)-2-tert.butylamino-ethanol). As a reaction SMILES: Cl.[NH2:2][C:3]1[C:8]([F:9])=[CH:7][C:6]([C:10](=[O:17])[CH2:11][NH:12][C:13]([CH3:16])([CH3:15])[CH3:14])=[CH:5][C:4]=1[C:18]#[N:19]>>[NH2:2][C:3]1[C:8]([F:9])=[CH:7][C:6]([CH:10]([OH:17])[CH2:11][NH:12][C:13]([CH3:16])([CH3:14])[CH3:15])=[CH:5][C:4]=1[C:18]#[N:19]. Procedure: m.p. of the hydrochloride: 242°-243° C. (decomp.), was prepared from 4'-amino-2-tert.butylamino-3'-cyano-5'-fluoroacetophenone analogous to Example 49.